From a dataset of the Open Reaction Database (ORD), a public repository of structured organic reaction records. describe an organic reaction: reactants, conditions, products, and yield The reactants are N1C(=NC2=C1C=CC=C2)C=2C=C(C=CC2)N2CCN(CC2)C(=O)C2CCN(CC2)C ({4-[3-(1H-benzoimidazol-2-yl)-phenyl]-piperazin-1-yl}-(1-methyl-piperidin-4-yl)-methanone). Run in C1CCOC1 (THF), C1CCOC1 (THF). Conditions: temperature 60 celsius. Product: CN1CCC(CC1)CN1CCN(CC1)C=1C=C(C=CC1)C1=NC2=C(N1)C=CC=C2 (2-{3-[4-(1-Methyl-piperidin-4-ylmethyl)-piperazin-1-yl]-phenyl}-1H-benzoimidazole). Yield: 58.7%. As a reaction SMILES: [NH:1]1[C:5]2[CH:6]=[CH:7][CH:8]=[CH:9][C:4]=2[N:3]=[C:2]1[C:10]1[CH:11]=[C:12]([N:16]2[CH2:21][CH2:20][N:19]([C:22]([CH:24]3[CH2:29][CH2:28][N:27]([CH3:30])[CH2:26][CH2:25]3)=O)[CH2:18][CH2:17]2)[CH:13]=[CH:14][CH:15]=1>C1COCC1>[CH3:30][N:27]1[CH2:26][CH2:25][CH:24]([CH2:22][N:19]2[CH2:20][CH2:21][N:16]([C:12]3[CH:11]=[C:10]([C:2]4[NH:1][C:5]5[CH:6]=[CH:7][CH:8]=[CH:9][C:4]=5[N:3]=4)[CH:15]=[CH:14][CH:13]=3)[CH2:17][CH2:18]2)[CH2:29][CH2:28]1. Reported procedure: To a solution of {4-[3-(1H-benzoimidazol-2-yl)-phenyl]-piperazin-1-yl}-(1-methyl-piperidin-4-yl)-methanone (0.12 g, 0.35 mmol) in dry THF (4 mL) boran-methyl sulfide complex in THF ((CH3)2S.BH3) (0.07 mL, 0.74 mmol) was added and the resulting suspension was heated at 60° C. overnight. The reaction was then cooled to room temperature, the solvent removed under reduced pressure and 1N HCl (3 mL) was added to the residue before heating at 100° C. for 5 h. The reaction was then cooled to room tempe... Starting materials: C(C)(C)(C)OC(N([C@H](CC1=CC2=CC=CC=C2C=C1)C(N([C@H](CC1=CC2=CC=CC=C2C=C1)C1=NC(=NO1)C)C)=O)C)=O (N-methyl-N-((1R)-1-{N-methyl-N-[(1R)-1(3-methyl[1,2,4]oxadiazol-5-yl)-2-(2-naphthyl)ethyl]carbamoyl}-2-(2-naphthyl)ethyl)carbamic acid tertbutyl ester). The solvent is FC(C(=O)O)(F)F (trifluoroacetic acid), ClCCl (dichloromethane). The product is CN[C@@H](C(=O)N([C@H](CC1=CC2=CC=CC=C2C=C1)C1=NC(=NO1)C)C)CC1=CC2=CC=CC=C2C=C1 ((2R)-2-methylamino-N-methyl-N-[(1R)-1-(3-methyl-[1,2,4]oxadiazol-5-yl)-2-(2-naphthyl)ethyl]-3-(2-naphthyl)propionamide). Isolated yield 94.5%. RXN SMILES: C(O[C:6](=O)[N:7](C)[C@@H:8]([C:20](=[O:41])[N:21]([CH3:40])[C@@H:22]([C:34]1[O:38][N:37]=[C:36]([CH3:39])[N:35]=1)[CH2:23][C:24]1[CH:33]=[CH:32][C:31]2[C:26](=[CH:27][CH:28]=[CH:29][CH:30]=2)[CH:25]=1)[CH2:9][C:10]1[CH:19]=[CH:18][C:17]2[C:12](=[CH:13][CH:14]=[CH:15][CH:16]=2)[CH:11]=1)(C)(C)C>FC(F)(F)C(O)=O.ClCCl>[CH3:6][NH:7][C@H:8]([CH2:9][C:10]1[CH:19]=[CH:18][C:17]2[C:12](=[CH:13][CH:14]=[CH:15][CH:16]=2)[CH:11]=1)[C:20]([N:21]([CH3:40])[C@@H:22]([C:34]1[O:38][N:37]=[C:36]([CH3:39])[N:35]=1)[CH2:23][C:24]1[CH:33]=[CH:32][C:31]2[C:26](=[CH:27][CH:28]=[CH:29][CH:30]=2)[CH:25]=1)=[O:41]. Reported procedure: N-methyl-N-((1R)-1-{N-methyl-N-[(1R)-1(3-methyl[1,2,4]oxadiazol-5-yl)-2-(2-naphthyl)ethyl]carbamoyl}-2-(2-naphthyl)ethyl)carbamic acid tertbutyl ester (2.4 g, 4.2 mmol) was dissolved in a mixture of trifluoroacetic acid (40 ml) and dichloromethane (40 ml) at 20° C. After 10 min the reaction mixture was concentrated in vacuo and coevaporated from dichloromethane (80 ml). The residue was crystallised from ethyl acetate to give 1.9 g of (2R)-2-methylamino-N-methyl-N-[(1R)-1-(3-methyl-[1,2,4]oxadiaz... Reactants: O=C1CCC(=O)N1Br, Cc1ccc(N=[N+]=[N-])cc1, c1ccccc1. Product: [N-]=[N+]=Nc1ccc(CBr)cc1. RXN SMILES: [Br:11][N:12]1[C:13](=[O:14])[CH2:15][CH2:16][C:17]1=[O:18].[N:1](=[N+:2]=[N-:3])[c:4]1[cH:5][cH:6][c:7]([CH3:10])[cH:8][cH:9]1.[cH:19]1[cH:20][cH:21][cH:22][cH:23][cH:24]1>>[N:1](=[N+:2]=[N-:3])[c:4]1[cH:5][cH:6][c:7]([CH2:10][Br:11])[cH:8][cH:9]1. Reactants: CC(C)(C)OC(=O)N1CCNCC1, COC(=O)C1=CC(=CC(=C1)Br)F. The reagents and catalysts are CC(C)(C)[O-].[Na+], CC(C)C1=CC(=C(C(=C1)C(C)C)C2=CC=CC=C2P(C3CCCCC3)C4CCCCC4)C(C)C, CC(=O)O.CC(=O)O.[Pd]. Run in C1CCOC1. Run at temperature 80 celsius. The product is CC(C)(C)OC(=O)N1CCN(CC1)C2=CC(=CC(=C2)C(=O)O)F. Yield: 71.8%. Reported procedure: To methyl 3-bromo-5-fluorobenzoate (1.5 g, 6.44 mmol) dissolved in dry THF (20 mL) was added tert-butyl piperazine-1-carboxylate (1.199 g, 6.44 mmol), Sodium-t-butoxide (1.856 g, 19.31 mmol) and purged with N2 gas for 10 min followed by the addition of2-(Dicyclohexylphosphino)-2',4',6'-tri-i- propyl-1,1'-biphenyl (0.307 g, 0.64 mmol), Palladium II acetate (0.145 g, 0.64 mmol) . The contents were further purged with N2 gas for further 10 min and heated at 85 °C for overnight. The reaction mass wa... Yields the product COC(C1=CC(=CC=C1)S(=O)(=O)N1[C@H]([C@H](N2C1=CC=C(C2=O)I)C2=CC=C(C=C2)Cl)C2=CC=C(C=C2)Cl)=O (rac-3-[cis-2,3-Bis-(4-chloro-phenyl)-5-oxo-2,3-dihydro-6-iodo-5H-imidazo[1,2-a]pyridine-1-sulfonyl]-benzoic acid methyl ester). The reactants are COC(C1=CC(=CC=C1)S(=O)(=O)N1[C@H]([C@H](N2C1=CC=CC2=O)C2=CC=C(C=C2)Cl)C2=CC=C(C=C2)Cl)=O (rac-3-[cis-2,3-bis-(4-chloro-phenyl)-5-oxo-2,3-dihydro-5H-imidazo[1,2-a]pyridine-1-sulfonyl]-benzoic acid methyl ester), C1CC(=O)N(C1=O)I (NIS). Reported procedure: The titled compound was prepared according to general method B by reaction of rac-3-[cis-2,3-bis-(4-chloro-phenyl)-5-oxo-2,3-dihydro-5H-imidazo[1,2-a]pyridine-1-sulfonyl]-benzoic acid methyl ester with NIS. As a reaction SMILES: [CH3:1][O:2][C:3](=[O:37])[C:4]1[CH:9]=[CH:8][CH:7]=[C:6]([S:10]([N:13]2[C:17]3=[CH:18][CH:19]=[CH:20][C:21](=[O:22])[N:16]3[C@H:15]([C:23]3[CH:28]=[CH:27][C:26]([Cl:29])=[CH:25][CH:24]=3)[C@@H:14]2[C:30]2[CH:35]=[CH:34][C:33]([Cl:36])=[CH:32][CH:31]=2)(=[O:12])=[O:11])[CH:5]=1.C1C(=O)N([I:45])C(=O)C1>>[CH3:1][O:2][C:3](=[O:37])[C:4]1[CH:9]=[CH:8][CH:7]=[C:6]([S:10]([N:13]2[C:17]3=[CH:18][CH:19]=[C:20]([I:45])[C:21](=[O:22])[N:16]3[C@H:15]([C:23]3[CH:28]=[CH:27][C:26]([Cl:29])=[CH:25][CH:24]=3)[C@@H:14]2[C:30]2[CH:31]=[CH:32][C:33]([Cl:36])=[CH:34][CH:35]=2)(=[O:11])=[O:12])[CH:5]=1.